This data is from the Open Reaction Database (ORD), a public repository of structured organic reaction records. The task is: describe an organic reaction: reactants, conditions, products, and yield Starting materials: O (water), C(C)(C)(C)OC(=O)N1CC2=C(CC1)SC=C2 (5-t-Butoxycarbonyl-4,5,6,7-tetrahydro-thieno[3,2-c]pyridine), CI (methyl iodide), CCCCCC.C(CCC)[Li] (n-butyl lithium hexane). Solvent: O1CCCC1 (tetrahydrofuran). Reaction conditions: time 1 hour. Product: C(C)(C)(C)OC(=O)N1CC2=C(CC1)SC(=C2)C (5-t-Butoxycarbonyl-2-methyl-4,5,6,7-tetrahydro-thieno[3,2-c]pyridine). RXN SMILES: [C:1]([O:5][C:6]([N:8]1[CH2:13][CH2:12][C:11]2[S:14][CH:15]=[CH:16][C:10]=2[CH2:9]1)=[O:7])([CH3:4])([CH3:3])[CH3:2].[CH3:17]CCCCC.C([Li])CCC.CI.O>O1CCCC1>[C:1]([O:5][C:6]([N:8]1[CH2:13][CH2:12][C:11]2[S:14][C:15]([CH3:17])=[CH:16][C:10]=2[CH2:9]1)=[O:7])([CH3:4])([CH3:2])[CH3:3] |f:1.2|. Procedure: 5-t-Butoxycarbonyl-4,5,6,7-tetrahydro-thieno[3,2-c]pyridine (330 mg, 1.4 mmol) was dissolved in anhydrous tetrahydrofuran (18 ml), n-butyl lithium hexane solution (3.0 mmol) was added dropwise to the solution which was cooled in an ice bath, and then the mixture was stirred for 1 hour. This was further mixed with methyl iodide (430 mg, 3.0 mmol), and the stirring was continued while increasing the reaction temperature to room temperature spending 2 hours. The reaction solution was mixed with wat... Starting materials: CC1(C)CC(=O)c2cccc(C(=O)O)c2C1, [Cu], c1ccc2ncccc2c1. Yields the product CC1(C)CC(=O)c2ccccc2C1. RXN SMILES: [CH3:1][C:2]1([CH3:16])[CH2:3][C:4](=[O:15])[c:5]2[cH:6][cH:7][cH:8][c:9]([C:12]([OH:13])=[O:14])[c:10]2[CH2:11]1.[Cu:27].[cH:17]1[cH:18][c:19]2[c:20]([n:21][cH:22][cH:23][cH:24]2)[cH:25][cH:26]1>>[CH3:1][C:2]1([CH3:16])[CH2:3][C:4](=[O:15])[c:5]2[cH:6][cH:7][cH:8][cH:9][c:10]2[CH2:11]1.